Dataset: the Open Reaction Database (ORD), a public repository of structured organic reaction records. Task: describe an organic reaction: reactants, conditions, products, and yield Starting materials: C1(=CC=CC2=CC=CC=C12)CC=CC(=O)O (4-(1-naphthyl)butenoic acid). Reagents/catalysts: [Pd] (palladium on carbon). The solvent is C(C)O (ethyl alcohol). Reaction conditions: time 3 hour. Yields the product C1(=CC=CC2=CC=CC=C12)CCCC(=O)O (4-(1-Naphthyl)butanoic acid). The yield is 89.8%. As a reaction SMILES: [C:1]1([CH2:11][CH:12]=[CH:13][C:14]([OH:16])=[O:15])[C:10]2[C:5](=[CH:6][CH:7]=[CH:8][CH:9]=2)[CH:4]=[CH:3][CH:2]=1>C(O)C.[Pd]>[C:1]1([CH2:11][CH2:12][CH2:13][C:14]([OH:16])=[O:15])[C:10]2[C:5](=[CH:6][CH:7]=[CH:8][CH:9]=2)[CH:4]=[CH:3][CH:2]=1. Procedure: To a solution of 4-(1-naphthyl)butenoic acid (3.96 g) in ethyl alcohol (45 cm3) was added palladium on carbon (10%, 400 mg). The mixture was stirred under hydrogen (approx. 2 atm) for 3 h. The catalyst was then removed by filtration through a pad of Dicalite® and the solvent was removed under reduced pressure to yield the title compound (3.59 g).